This data is from the Open Reaction Database (ORD), a public repository of structured organic reaction records. The task is: describe an organic reaction: reactants, conditions, products, and yield Reactants: ClC1=NC=CC(=N1)N1CCN(CC1)C=O (2-Chloro-4-(4-formylpiperazino)pyrimidine), CNC (dimethylamine). Solvent: C(C)O (ethanol). The product is CN(C1=NC=CC(=N1)N1CCN(CC1)C=O)C (2-dimethylamino-4-(4-formylpiperazino)pyrimidine). RXN SMILES: Cl[C:2]1[N:7]=[C:6]([N:8]2[CH2:13][CH2:12][N:11]([CH:14]=[O:15])[CH2:10][CH2:9]2)[CH:5]=[CH:4][N:3]=1.[CH3:16][NH:17][CH3:18]>C(O)C>[CH3:16][N:17]([CH3:18])[C:2]1[N:7]=[C:6]([N:8]2[CH2:13][CH2:12][N:11]([CH:14]=[O:15])[CH2:10][CH2:9]2)[CH:5]=[CH:4][N:3]=1. Procedure: 2-Chloro-4-(4-formylpiperazino)pyrimidine (5.0 g) and dimethylamine (7.8 ml, 33% solution in ethanol) in ethanol (70 ml) were heated under reflux for 8 hours. The solvent was evaporated in vacuo and the residue was partitioned between chloroform and water. The aqueous layer was extracted twice with chloroform and the combined chloroform layers dried (Na2SO4) and evaporated in vacuo. The residue was re-crystallized from ethyl acetate to give 2-dimethylamino-4-(4-formylpiperazino)pyrimidine (2.7 g... Starting materials: CC(C)(C)[Si](Cl)(c1ccccc1)c1ccccc1, CN(C)c1ccncc1, CN(C)C=O, O, O=c1[nH]cccc1CO, c1c[nH]cn1. Product: CC(C)(C)[Si](OCc1ccc[nH]c1=O)(c1ccccc1)c1ccccc1. RXN SMILES: [C:6]([CH3:7])([CH3:8])([CH3:9])[Si:10]([Cl:11])([c:12]1[cH:13][cH:14][cH:15][cH:16][cH:17]1)[c:18]1[cH:19][cH:20][cH:21][cH:22][cH:23]1.[CH3:34][N:35]([c:36]1[cH:37][cH:38][n:39][cH:40][cH:41]1)[CH3:42].[O:43]=[CH:44][N:45]([CH3:46])[CH3:47].[OH2:33].[OH:24][CH2:25][c:26]1[c:27](=[O:32])[nH:28][cH:29][cH:30][cH:31]1.[nH:1]1[cH:2][cH:3][n:4][cH:5]1>>[C:6]([CH3:7])([CH3:8])([CH3:9])[Si:10]([c:12]1[cH:13][cH:14][cH:15][cH:16][cH:17]1)([c:18]1[cH:19][cH:20][cH:21][cH:22][cH:23]1)[O:24][CH2:25][c:26]1[c:27](=[O:32])[nH:28][cH:29][cH:30][cH:31]1. Reactants: FC1=C(C=C(C=C1)NC(C1=C(C=C(C(=C1)[N+](=O)[O-])NC)N1CCC(CC1)F)=O)Cl (N-(4-fluoro-3-chloro-phenyl)-2-(4-fluoro-piperidinyl)-4-methylamino-5-nitro-benzoic acid amide). Reagents/catalysts: [Ni] (Ra—Ni). The solvent is C1CCOC1 (THF). Conditions: time 4 hour. Yields the product FC1=C(C=C(C=C1)NC(C1=C(C=C(C(=C1)N)NC)N1CCC(CC1)F)=O)Cl (N-(4-Fluoro-3-chloro-phenyl)-2-(4-fluoro-piperidinyl)-4-methylamino-5-amino-benzoic acid amide). Reaction SMILES: [F:1][C:2]1[CH:7]=[CH:6][C:5]([NH:8][C:9](=[O:28])[C:10]2[CH:15]=[C:14]([N+:16]([O-])=O)[C:13]([NH:19][CH3:20])=[CH:12][C:11]=2[N:21]2[CH2:26][CH2:25][CH:24]([F:27])[CH2:23][CH2:22]2)=[CH:4][C:3]=1[Cl:29]>[Ni].C1COCC1>[F:1][C:2]1[CH:7]=[CH:6][C:5]([NH:8][C:9](=[O:28])[C:10]2[CH:15]=[C:14]([NH2:16])[C:13]([NH:19][CH3:20])=[CH:12][C:11]=2[N:21]2[CH2:26][CH2:25][CH:24]([F:27])[CH2:23][CH2:22]2)=[CH:4][C:3]=1[Cl:29]. Procedure details: A mixture of N-(4-fluoro-3-chloro-phenyl)-2-(4-fluoro-piperidinyl)-4-methylamino-5-nitro-benzoic acid amide (90 mg, 0.21 mmol), Ra—Ni (30 mg) and THF (10 mL) is stirred under 50 psi H2-atmosphere for 4 h. The mixture is filtered, and the filtrate is concentrated. The reactants are NCCCCCCN (hexamethylene diamine), C(CCCCC(=O)O)(=O)O (adipic acid). Product: NCCCCCC(=O)O (ε-aminocaproic acid). As a reaction SMILES: [NH2:1]CCCCCCN.[C:9](O)(=O)[CH2:10][CH2:11][CH2:12][CH2:13][C:14]([OH:16])=[O:15]>>[NH2:1][CH2:9][CH2:10][CH2:11][CH2:12][CH2:13][C:14]([OH:16])=[O:15]. Procedure: from 5% to 35% by weight of units derived from equimolar quantities of hexamethylene diamine and adipic acid. Starting materials: O=Cc1ccccc1Br, Clc1ccc(Br)cc1, [Li]CCCC, CCCCCC, C1CCOC1. The product is OC(c1ccc(Cl)cc1)c1ccccc1Br. RXN SMILES: [Br:14][c:15]1[c:16]([CH:17]=[O:18])[cH:19][cH:20][cH:21][cH:22]1.[Br:1][c:2]1[cH:3][cH:4][c:5]([Cl:8])[cH:6][cH:7]1.[CH2:9]([Li:10])[CH2:11][CH2:12][CH3:13].[CH3:28][CH2:29][CH2:30][CH2:31][CH2:32][CH3:33].[O:23]1[CH2:24][CH2:25][CH2:26][CH2:27]1>>[c:2]1([CH:17]([c:16]2[c:15]([Br:14])[cH:22][cH:21][cH:20][cH:19]2)[OH:18])[cH:3][cH:4][c:5]([Cl:8])[cH:6][cH:7]1. Starting materials: C(CC(=O)OCC)(=O)OCC (diethyl malonate), CC=1C=C(CBr)C=CC1[N+](=O)[O-] (3-methyl-4-nitrobenzyl bromide). The solvent is C(C)[O-].[Na+] (sodium ethanolate). Reaction conditions: time 30 minute. Yields the product CC=1C=C(CC(C(=O)OCC)C(=O)OCC)C=CC1[N+](=O)[O-] (Diethyl (3-methyl-4-nitrobenzyl)malonate). Reaction SMILES: [C:1]([O:9][CH2:10][CH3:11])(=[O:8])[CH2:2][C:3]([O:5][CH2:6][CH3:7])=[O:4].[CH3:12][C:13]1[CH:14]=[C:15]([CH:18]=[CH:19][C:20]=1[N+:21]([O-:23])=[O:22])[CH2:16]Br>C([O-])C.[Na+]>[CH3:12][C:13]1[CH:14]=[C:15]([CH:18]=[CH:19][C:20]=1[N+:21]([O-:23])=[O:22])[CH2:16][CH:2]([C:3]([O:5][CH2:6][CH3:7])=[O:4])[C:1]([O:9][CH2:10][CH3:11])=[O:8] |f:2.3|. Procedure: To a solution of sodium ethanolate [prepared from 1.35 g Na in ethanol (30 ml)] were added diethyl malonate (9.2 ml) and then dropwise 3-methyl-4-nitrobenzyl bromide (13.4 g). The mixture was stirred 30 minutes at room temperature, then 30 minutes under reflux and then concentrated. The residue is treated with water and hexane, the precipitate filtered and the filtrate extracted with diethyl ether. The organic extract was dried on sodium sulfate and concentrate to give the title compound as an o... Reactants: NC1=NC=CC=C1O (2-amino-3-hydroxypyridine), ClCCl (dichloromethane), [OH-].[Na+] (sodium hydroxide), CC1=CC=C(CBr)C=C1 (4methylbenzyl bromide). The reagents and catalysts are CCCCCCCC[N+](C)(CCCCCCCC)CCCCCCCC.[Cl-] (Adogen 464). The solvent is O (water). Run at time 16 hour. The product is NC1=NC=CC=C1OCC1=CC=C(C=C1)C (2-Amino-3-(4-methylbenzyloxy)pyridine). Reaction SMILES: [NH2:1][C:2]1[C:7]([OH:8])=[CH:6][CH:5]=[CH:4][N:3]=1.ClCCl.[OH-].[Na+].[CH3:14][C:15]1[CH:22]=[CH:21][C:18]([CH2:19]Br)=[CH:17][CH:16]=1>CCCCCCCC[N+](CCCCCCCC)(CCCCCCCC)C.[Cl-].O>[NH2:1][C:2]1[C:7]([O:8][CH2:14][C:15]2[CH:22]=[CH:21][C:18]([CH3:19])=[CH:17][CH:16]=2)=[CH:6][CH:5]=[CH:4][N:3]=1 |f:2.3,5.6|. Procedure details: A mixture of 2-amino-3-hydroxypyridine (2.7 g, 0.024 mol), dichloromethane (40 ml) and 40% aqueous sodium hydroxide solution (40 ml) was stirred for 5 rains, then 4methylbenzyl bromide (4.51 g, 0.024 mol) and Adogen 464 (3 ml) were added and stirring was continued for 16 hours. The mixture was diluted with water and extracted with dichloromethane (×2), and the combined organic layers dried, evaporated, and triturated with ether. Yield 2.92 g (56%), m.p. 123° 125 ° C.